From a dataset of the Open Reaction Database (ORD), a public repository of structured organic reaction records. describe an organic reaction: reactants, conditions, products, and yield Starting materials: Cl (hydrochloric acid), OC=1C=CC=C2C=CC(NC12)=O (8-hydroxycarbostyril), ClCC(=O)Cl (chloroacetyl chloride), [Cl-].[Al+3].[Cl-].[Cl-] (aluminum chloride). Solvent: [N+](=O)([O-])C1=CC=CC=C1 (nitrobenzene), [N+](=O)([O-])C1=CC=CC=C1 (nitrobenzene). Run at temperature 70 celsius, time 20 hour. The product is ClCC(=O)C1=C2C=CC(NC2=C(C=C1)O)=O (5-chloroacetyl-8-hydroxycarbostyril). As a reaction SMILES: [OH:1][C:2]1[CH:3]=[CH:4][CH:5]=[C:6]2[C:11]=1[NH:10][C:9](=[O:12])[CH:8]=[CH:7]2.[Cl:13][CH2:14][C:15](Cl)=[O:16].[Cl-].[Al+3].[Cl-].[Cl-].Cl>[N+](C1C=CC=CC=1)([O-])=O>[Cl:13][CH2:14][C:15]([C:5]1[CH:4]=[CH:3][C:2]([OH:1])=[C:11]2[C:6]=1[CH:7]=[CH:8][C:9](=[O:12])[NH:10]2)=[O:16] |f:2.3.4.5|. Procedure: 2.7 g of 8-hydroxycarbostyril and 37 ml of chloroacetyl chloride were dissolved in 250 ml of nitrobenzene, and 85 g of aluminum chloride was added slowly to the solution. The resulting mixture was then stirred at a temperature of 70° C. for 20 hours. 500 ml of a 10% hydrochloric acid aqueous solution was added to the mixture and nitrobenzene was removed by steam distillation. After allowing the mixture to cool, the precipitated crystals were separated by filtration, washed with 300 ml of hot wat...